From a dataset of the Open Reaction Database (ORD), a public repository of structured organic reaction records. describe an organic reaction: reactants, conditions, products, and yield Reactants: O=C([O-])O, ClCCl, [Na+], [Na+], O=C(OO)c1cccc(Cl)c1, O=S([O-])O, O=C1NC(=O)C(c2cn3c4c(cccc24)SCC3)=C1c1c[nH]c2ccccc12. The product is O=C1NC(=O)C(c2cn3c4c(cccc24)S(=O)CC3)=C1c1c[nH]c2ccccc12. As a reaction SMILES: [C:45](=[O:46])([OH:47])[O-:48].[Cl:50][CH2:51][Cl:52].[Na+:44].[Na+:49].[OH:29][O:30][C:31]([c:32]1[cH:33][c:34]([Cl:35])[cH:36][cH:37][cH:38]1)=[O:39].[S:40](=[O:41])([OH:42])[O-:43].[c:1]1([C:13]2=[C:17]([c:18]3[cH:19][nH:20][c:21]4[cH:22][cH:23][cH:24][cH:25][c:26]34)[C:16](=[O:27])[NH:15][C:14]2=[O:28])[cH:2][n:3]2[c:12]3[c:7]([cH:8][cH:9][cH:10][c:11]13)[S:6][CH2:5][CH2:4]2>>[c:1]1([C:13]2=[C:17]([c:18]3[cH:19][nH:20][c:21]4[cH:22][cH:23][cH:24][cH:25][c:26]34)[C:16](=[O:27])[NH:15][C:14]2=[O:28])[cH:2][n:3]2[c:12]3[c:7]([cH:8][cH:9][cH:10][c:11]13)[S:6](=[O:29])[CH2:5][CH2:4]2. Starting materials: N1(CCC1)C(=O)C=1C=NN(C1C(=O)O)C (4-(azetidine-1-carbonyl)-1-methyl-1H-pyrazole-5-carboxylic acid), FC=1C=C(C=CC1)C=1N=C2N(C=NC(=C2)N)C1 (2-(3-fluorophenyl)imidazo[1,2-c]pyrimidin-7-amine), solid. Product: FC=1C=C(C=CC1)C=1N=C2N(C=CC(=N2)NC(=O)C=2N(N=CC2C(=O)N2CCC2)C)C1 (4-(Azetidine-1-carbonyl)-2-methyl-2H-pyrazole-3-carboxylic acid [2-(3-fluoro-phenyl)-imidazo[1,2-a]pyrimidin-7-yl]-amide). Reaction SMILES: [N:1]1([C:5]([C:7]2[CH:8]=[N:9][N:10]([CH3:15])[C:11]=2[C:12]([OH:14])=O)=[O:6])[CH2:4][CH2:3][CH2:2]1.[F:16][C:17]1[CH:18]=[C:19]([C:23]2[N:24]=[C:25]3[CH:30]=[C:29]([NH2:31])[N:28]=[CH:27][N:26]3[CH:32]=2)[CH:20]=[CH:21][CH:22]=1>>[F:16][C:17]1[CH:18]=[C:19]([C:23]2[N:24]=[C:27]3[N:28]=[C:29]([NH:31][C:12]([C:11]4[N:10]([CH3:15])[N:9]=[CH:8][C:7]=4[C:5]([N:1]4[CH2:2][CH2:3][CH2:4]4)=[O:6])=[O:14])[CH:30]=[CH:25][N:26]3[CH:32]=2)[CH:20]=[CH:21][CH:22]=1. Reported procedure: The title compound was prepared in analogy to example 82 from 4-(azetidine-1-carbonyl)-1-methyl-1H-pyrazole-5-carboxylic acid (91.7 mg, 438 μmol) and 2-(3-fluorophenyl)imidazo[1,2-c]pyrimidin-7-amine (100 mg, 438 μmol). Yellow solid (6.5 mg, 3.5%). MS (m/z)=420.1 [M+H+]. Procedure details: To a solution of 4-chloro-6,7-difluoro-1-(2-pyridinyl)-1H-pyrazolo[3,4-b]quinoline (3.17 g, 10.0 mmol) in ethanol (160 mL) was added 6 N hydrochloric acid (8 mL, 48.0 mmol), and the mixture was heated under reflux for 6 hours. The solution was allowed to cool to room temperature, and the resulting crystals were collected by filtration. The crystals were washed with ethanol, air dried, and subsequently recrystallized from ethanol to give the title compound (2.47 g, 83% yield). Product: FC=1C=C2C(C3=C(NC2=CC1F)N(N=C3)C3=NC=CC=C3)=O (6,7-Difluoro-1-(2-pyridinyl)-1,9-dihydro-4H-pyrazolo[3,4-b]quinolin-4-one). Starting materials: ClC1=C2C(=NC3=CC(=C(C=C13)F)F)N(N=C2)C2=NC=CC=C2 (4-chloro-6,7-difluoro-1-(2-pyridinyl)-1H-pyrazolo[3,4-b]quinoline), Cl (hydrochloric acid), C(C)O (ethanol). Reaction SMILES: Cl[C:2]1[C:11]2[C:6](=[CH:7][C:8]([F:13])=[C:9]([F:12])[CH:10]=2)[N:5]=[C:4]2[N:14]([C:17]3[CH:22]=[CH:21][CH:20]=[CH:19][N:18]=3)[N:15]=[CH:16][C:3]=12.Cl.C([OH:26])C>>[F:12][C:9]1[CH:10]=[C:11]2[C:6](=[CH:7][C:8]=1[F:13])[NH:5][C:4]1[N:14]([C:17]3[CH:22]=[CH:21][CH:20]=[CH:19][N:18]=3)[N:15]=[CH:16][C:3]=1[C:2]2=[O:26]. The yield is 83.0%. The reactants are F[B-](F)(F)F, O=C([O-])O, CCC(N)c1ccc(S(C)(=O)=O)nc1, CCN(C(C)C)C(C)C, Cl, O=C(O)c1cncc2c1cnn2-c1ccc(F)cc1, [Na+], CN(C)C=O, O, CN(C)C(On1nnc2ccccc21)=[N+](C)C. Product: CCC(NC(=O)c1cncc2c1cnn2-c1ccc(F)cc1)c1ccc(S(C)(=O)=O)nc1. Reaction SMILES: [B-:29]([F:30])([F:31])([F:32])[F:33].[C:66](=[O:67])([OH:68])[O-:69].[CH3:52][S:53](=[O:54])(=[O:55])[c:56]1[cH:57][cH:58][c:59]([CH:62]([CH2:63][CH3:64])[NH2:65])[cH:60][n:61]1.[CH:20]([N:21]([CH2:22][CH3:23])[CH:24]([CH3:25])[CH3:26])([CH3:27])[CH3:28].[ClH:51].[F:1][c:2]1[cH:3][cH:4][c:5](-[n:8]2[n:9][cH:10][c:11]3[c:12]2[cH:13][n:14][cH:15][c:16]3[C:17](=[O:18])[OH:19])[cH:6][cH:7]1.[Na+:70].[O:71]=[CH:72][N:73]([CH3:74])[CH3:75].[OH2:76].[n:34]1([O:35][C:36]([N:37]([CH3:38])[CH3:39])=[N+:40]([CH3:41])[CH3:42])[c:43]2[cH:44][cH:45][cH:46][cH:47][c:48]2[n:49][n:50]1>>[F:1][c:2]1[cH:3][cH:4][c:5](-[n:8]2[n:9][cH:10][c:11]3[c:12]2[cH:13][n:14][cH:15][c:16]3[C:17](=[O:19])[NH:65][CH:62]([c:59]2[cH:58][cH:57][c:56]([S:53]([CH3:52])(=[O:54])=[O:55])[n:61][cH:60]2)[CH2:63][CH3:64])[cH:6][cH:7]1. Starting materials: Cl.N1=C(C=CC=C1)N(C(=O)C1=CC2=C(N(C(=N2)CNC2=CC=C(C=C2)C(N)=N)C)C=C1)CCC(=O)OCC (1-methyl-2-[N-(4-amidinophenyl)aminomethyl]benzimidazol-5-yl-carboxylic acid-N-(2-pyridyl)-N-(2-ethoxycarbonylethyl)amide hydrochloride), Cl (hydrogen chloride). Run in C(CCCCC)O (n-hexanol). Run at time 19 hour. Product: Cl.N1=C(C=CC=C1)N(C(=O)C1=CC2=C(N(C(=N2)CNC2=CC=C(C=C2)C(N)=N)C)C=C1)CCC(=O)OCCCCCC (1-Methyl-2-[N-(4-amidinophenyl)aminomethyl]benzimidazol-5-yl-carboxylic acid-N-(2-pyridyl)-N-(2-n-hexyloxycarbonylethyl)amide hydrochloride). Isolated yield 53.0%. Reaction SMILES: [ClH:1].[N:2]1[CH:7]=[CH:6][CH:5]=[CH:4][C:3]=1[N:8]([CH2:32][CH2:33][C:34]([O:36][CH2:37][CH3:38])=[O:35])[C:9]([C:11]1[CH:31]=[CH:30][C:14]2[N:15]([CH3:29])[C:16]([CH2:18][NH:19][C:20]3[CH:25]=[CH:24][C:23]([C:26](=[NH:28])[NH2:27])=[CH:22][CH:21]=3)=[N:17][C:13]=2[CH:12]=1)=[O:10].Cl>C(O)CCCCC>[ClH:1].[N:2]1[CH:7]=[CH:6][CH:5]=[CH:4][C:3]=1[N:8]([CH2:32][CH2:33][C:34]([O:36][CH2:37][CH2:38][CH2:3][CH2:4][CH2:5][CH3:6])=[O:35])[C:9]([C:11]1[CH:31]=[CH:30][C:14]2[N:15]([CH3:29])[C:16]([CH2:18][NH:19][C:20]3[CH:25]=[CH:24][C:23]([C:26](=[NH:27])[NH2:28])=[CH:22][CH:21]=3)=[N:17][C:13]=2[CH:12]=1)=[O:10] |f:0.1,4.5|. Procedure: 0.60 g (1.1 mmol) of 1-methyl-2-[N-(4-amidinophenyl)aminomethyl]benzimidazol-5-yl-carboxylic acid-N-(2-pyridyl)-N-(2-ethoxycarbonylethyl)amide hydrochloride were added to about 30 mL of n-hexanol saturated with hydrogen chloride and the mixture was stirred for 19 hours at room temperature. Then the hexanol was distilled off in vacuo, the residue was mixed with about 5 mL of 1N ammonia solution with stirring, and evaporated down once more. The crude product thus obtained was purified by column ch... Reactants: CC=1OC=CC1S (2-methyl-3-furanthiol), COC1=CC=C(C=C1)C1=CC=C(C=C1)S(=O)(=O)NC(C(=O)OC)CC1CO1 (methyl 2-[(4′-methoxy[1,1′-biphenyl]-4-yl)sulfonyl]amino-4,5-epoxypentanoate), compound 20. Yields the product COC1=CC=C(C=C1)C1=CC=C(C=C1)S(=O)(=O)NC(C(=O)O)CC(CSC1=C(OC=C1)C)O (2-[(4′-Methoxy[1,1′-biphenyl]-4-yl)sulfonyl]amino-4-hydroxy-5-[(2-methyl-3-furanyl)thio]-pentanoic Acid). Reaction SMILES: [CH3:1][C:2]1[O:3][CH:4]=[CH:5][C:6]=1[SH:7].[CH3:8][O:9][C:10]1[CH:15]=[CH:14][C:13]([C:16]2[CH:21]=[CH:20][C:19]([S:22]([NH:25][CH:26]([CH2:31][CH:32]3[O:34][CH2:33]3)[C:27]([O:29]C)=[O:28])(=[O:24])=[O:23])=[CH:18][CH:17]=2)=[CH:12][CH:11]=1>>[CH3:8][O:9][C:10]1[CH:11]=[CH:12][C:13]([C:16]2[CH:17]=[CH:18][C:19]([S:22]([NH:25][CH:26]([CH2:31][CH:32]([OH:34])[CH2:33][S:7][C:6]3[CH:5]=[CH:4][O:3][C:2]=3[CH3:1])[C:27]([OH:29])=[O:28])(=[O:23])=[O:24])=[CH:20][CH:21]=2)=[CH:14][CH:15]=1. Reported procedure: Example 43 is prepared from 2-methyl-3-furanthiol and 1d using the procedure described for compound 20. Starting materials: CCO, O=C1Nc2ccc([N+](=O)[O-])cc2SC1=Cc1ccc[nH]1, NN, O. Yields the product Nc1ccc2c(c1)SC(=Cc1ccc[nH]1)C(=O)N2. RXN SMILES: [CH3:24][CH2:25][OH:26].[N+:1]([O-:2])(=[O:3])[c:4]1[cH:5][c:6]2[c:7]([cH:19][cH:20]1)[NH:8][C:9](=[O:18])[C:10](=[CH:12][c:13]1[nH:14][cH:15][cH:16][cH:17]1)[S:11]2.[NH2:22][NH2:23].[OH2:21]>>[NH2:1][c:4]1[cH:5][c:6]2[c:7]([cH:19][cH:20]1)[NH:8][C:9](=[O:18])[C:10](=[CH:12][c:13]1[nH:14][cH:15][cH:16][cH:17]1)[S:11]2.